Task: describe an organic reaction: reactants, conditions, products, and yield. Dataset: the Open Reaction Database (ORD), a public repository of structured organic reaction records Run in CS(=O)C (DMSO), O (water). The product is BrC=1C(=CC2=C(C(=C(O2)C=NO)C(=O)NC)C1)N(S(=O)(=O)C)C (5-bromo-2-((hydroxyimino)methyl)-N-methyl-6-(N-methylmethylsulfonamido)benzofuran-3-carboxamide). Procedure: A mixture of 5-bromo-2-formyl-N-methyl-6-(N-methylmethylsulfonamido)benzofuran-3-carboxamide (700 mg, 1.8 mmol), hydroxylamine hydrochloride (280 mg, 4.05 mmol) and pyridine (284 mg, 3.6 mmol) in DMSO (5 mL) was stirred at room temperature for 2 h. The mixture was diluted with water, then filtered, the residue was crude product of 5-bromo-2-((hydroxyimino)methyl)-N-methyl-6-(N-methylmethylsulfonamido)benzofuran-3-carboxamide (650 mg, yield: 75%). 1H-NMR (DMSO-d6, 400 MHz) δ 12.26 (s, 1H), 8.46 (... As a reaction SMILES: [Br:1][C:2]1[C:3]([N:17]([CH3:22])[S:18]([CH3:21])(=[O:20])=[O:19])=[CH:4][C:5]2[O:9][C:8]([CH:10]=O)=[C:7]([C:12]([NH:14][CH3:15])=[O:13])[C:6]=2[CH:16]=1.Cl.[NH2:24][OH:25].N1C=CC=CC=1>CS(C)=O.O>[Br:1][C:2]1[C:3]([N:17]([CH3:22])[S:18]([CH3:21])(=[O:20])=[O:19])=[CH:4][C:5]2[O:9][C:8]([CH:10]=[N:24][OH:25])=[C:7]([C:12]([NH:14][CH3:15])=[O:13])[C:6]=2[CH:16]=1 |f:1.2|. The yield is 89.3%. Starting materials: BrC=1C(=CC2=C(C(=C(O2)C=O)C(=O)NC)C1)N(S(=O)(=O)C)C (5-bromo-2-formyl-N-methyl-6-(N-methylmethylsulfonamido)benzofuran-3-carboxamide), Cl.NO (hydroxylamine hydrochloride), N1=CC=CC=C1 (pyridine). Reaction conditions: time 2 hour. The reactants are Cl (HCl), ClC1=C(C#N)C=C(C(=N1)Cl)F (2,6-dichloro-5-fluoronicotinonitrile). The reagents and catalysts are [Pd] (Pd—C). Run in CO (MeOH). Reaction conditions: time 21 hour. Yields the product ClC1=NC(=C(C=C1CN)F)Cl ((2,6-Dichloro-5-fluoropyridin-3-yl)methanamine). As a reaction SMILES: Cl.[Cl:2][C:3]1[N:10]=[C:9]([Cl:11])[C:8]([F:12])=[CH:7][C:4]=1[C:5]#[N:6]>CO.[Pd]>[Cl:2][C:3]1[C:4]([CH2:5][NH2:6])=[CH:7][C:8]([F:12])=[C:9]([Cl:11])[N:10]=1. Procedure: To a Parr reaction bottle was added Pd—C (10%, 560 mg, 0.52 mmol), followed by 6 M HCl (50 ml) and a solution of 2,6-dichloro-5-fluoronicotinonitrile (Aldrich, 10.0 g, 52.4 mmol) in MeOH (100 ml). The mixture was placed under 50 psi H2 on a shaker type Parr apparatus for 21 h, filtered and concentrated. The crude was dissolved in EtOAc, basified with aqueous NaOH, and the layers were separated. The organic layer was washed with brine, dried over Na2SO4, and concentrated in vacuo to yield the tit... The reactants are ClC1=C(C=C(C(=O)Cl)C=C1)[N+](=O)[O-] (4-chloro-3-nitrobenzoyl chloride), BrC1=CC=C(CN)C=C1 (4-Bromo-benzylamine). The product is BrC1=CC=C(CNC(C2=CC(=C(C=C2)Cl)[N+](=O)[O-])=O)C=C1 (N-(4-Bromo-benzyl)-4-chloro-3-nitro-benzamide). As a reaction SMILES: [Cl:1][C:2]1[CH:10]=[CH:9][C:5]([C:6](Cl)=[O:7])=[CH:4][C:3]=1[N+:11]([O-:13])=[O:12].[Br:14][C:15]1[CH:22]=[CH:21][C:18]([CH2:19][NH2:20])=[CH:17][CH:16]=1>>[Br:14][C:15]1[CH:22]=[CH:21][C:18]([CH2:19][NH:20][C:6](=[O:7])[C:5]2[CH:9]=[CH:10][C:2]([Cl:1])=[C:3]([N+:11]([O-:13])=[O:12])[CH:4]=2)=[CH:17][CH:16]=1. Procedure details: A mixture of 4-chloro-3-nitrobenzoyl chloride was reacted with 4-Bromo-benzylamine to produce N-(4-Bromo-benzyl)-4-chloro-3-nitro-benzamide according to the procedure of Example 10A, which was treated sequentially using the procedures from Examples 22A and 22B to provide the title product. Starting materials: ClC1=C(C=C(C=C1)C)OC (2-chloro-5-methylanisole), C(C1=CC=CC=C1)(=O)OOC(C1=CC=CC=C1)=O (benzoyl peroxide), C1CC(=O)N(C1=O)Br (NBS), C(Cl)(Cl)(Cl)Cl (CCl4). Yields the product BrCC=1C=C(C=C(C1)OC)Cl (5-(bromomethyl)-3-chloroanisole). RXN SMILES: Cl[C:2]1C=[CH:6][C:5]([CH3:8])=[CH:4][C:3]=1[O:9][CH3:10].C(OOC(=O)C1C=CC=CC=1)(=O)C1C=CC=CC=1.C1C(=O)N([Br:36])C(=O)C1.[C:37]([Cl:41])(Cl)(Cl)Cl>>[Br:36][CH2:8][C:5]1[CH:6]=[C:37]([Cl:41])[CH:2]=[C:3]([O:9][CH3:10])[CH:4]=1. Reported procedure: To a solution of 2-chloro-5-methylanisole (11) (274 g, 1.75 mol) in CCl4 (2.5 L) was added benzoyl peroxide (4.23 g, 0.02 mol) and NBS (321 g, 1.80 mol). The reaction mixture was heated to reflux for 1 h with mechanical stirring. The reaction mixture was cooled, washed with 1N HCl (2 L), satd NaHCO3 (2 L) and brine (2 L), dried over MgSO4, filtered and concentrated under reduced pressure to give the 5-(bromomethyl)-3-chloroanisole (12) as a light yellow solid (412 g, quantitative). 1H NMR (400 M...